This data is from the Open Reaction Database (ORD), a public repository of structured organic reaction records. The task is: describe an organic reaction: reactants, conditions, products, and yield Reactants: C(C1=CC=CC=C1)(=O)C(C(=O)OCC)CC#C (ethyl 2-benzoyl-pent-4-ynoate), solid, C[O-].[Na+] (sodium methoxide), Cl.C(C)(=N)N (acetamidine hydrochloride). The solvent is C1(=CC=CC=C1)C (toluene), CO (methanol). Reaction conditions: time 40 minute. Product: CC1=NC(=C(C(N1)=O)CC#C)C1=CC=CC=C1 (2-methyl-6-phenyl-5-propargyl-4(3H)-pyrimidinone). Yield: 29.2%. RXN SMILES: Cl.[C:2]([NH2:5])(=[NH:4])[CH3:3].C[O-].[Na+].[C:9]([CH:17]([CH2:23][C:24]#[CH:25])[C:18](OCC)=[O:19])(=O)[C:10]1[CH:15]=[CH:14][CH:13]=[CH:12][CH:11]=1>CO.C1(C)C=CC=CC=1>[CH3:3][C:2]1[NH:5][C:18](=[O:19])[C:17]([CH2:23][C:24]#[CH:25])=[C:9]([C:10]2[CH:11]=[CH:12][CH:13]=[CH:14][CH:15]=2)[N:4]=1 |f:0.1,2.3|. Procedure: To a stirred suspension of 8.00 g (84.6 mmol) of acetamidine hydrochloride in 100 mL of methanol was added 4.56 g (84.4 mmol) of solid sodium methoxide. The mixture was stirred for 40 min at room temperature and rotovaped to remove the methanol. The residue was suspended in 75 mL of ethanol and a solution of 6.19 g (26.9 mmol) of ethyl 2-benzoyl-pent-4-ynoate in 75 mL of toluene was added. The mixture was heated to reflux with a Dean Stark trap and the first 80 mL of distillate was collected and... Starting materials: COc1ccc(F)cc1C(C)(C)CC(O)(Cc1cccc(Br)c1)C(F)(F)F, OCCCO, Cc1ccccc1, CCO, [NH4+], [Na+], [Na+], O=C([O-])[O-], [OH-], OB(O)c1cccnc1. The product is COc1ccc(F)cc1C(C)(C)CC(O)(Cc1cccc(-c2cccnc2)c1)C(F)(F)F. Reaction SMILES: [Br:1][c:2]1[cH:3][c:4]([CH2:5][C:6]([C:7]([F:8])([F:9])[F:10])([CH2:11][C:12]([CH3:13])([CH3:14])[c:15]2[c:16]([O:22][CH3:23])[cH:17][cH:18][c:19]([F:21])[cH:20]2)[OH:24])[cH:25][cH:26][cH:27]1.[CH2:28]([OH:29])[CH2:30][CH2:31][OH:32].[CH3:48][c:49]1[cH:50][cH:51][cH:52][cH:53][cH:54]1.[CH3:55][CH2:56][OH:57].[NH4+:58].[Na+:42].[Na+:43].[O-:44][C:45](=[O:46])[O-:47].[OH-:59].[n:33]1[cH:34][c:35]([B:39]([OH:40])[OH:41])[cH:36][cH:37][cH:38]1>>[c:2]1(-[c:35]2[cH:34][n:33][cH:38][cH:37][cH:36]2)[cH:3][c:4]([CH2:5][C:6]([C:7]([F:8])([F:9])[F:10])([CH2:11][C:12]([CH3:13])([CH3:14])[c:15]2[c:16]([O:22][CH3:23])[cH:17][cH:18][c:19]([F:21])[cH:20]2)[OH:24])[cH:25][cH:26][cH:27]1. Starting materials: BrC1=CC(=C(CO)C=C1)F (4-bromo-2-fluorobenzyl alcohol), O1CCCC=C1 (dihydropyran). The reagents and catalysts are O.C1(=CC=C(C=C1)S(=O)(=O)O)C (p-toluenesulfonic acid monohydrate). Run in C(Cl)Cl (DCM), C(Cl)Cl (DCM). Conditions: time 16 hour. Product: BrC1=CC(=C(COC2OCCCC2)C=C1)F (2-(4-Bromo-2-fluoro-benzyloxy)-tetrahydro-pyran). Isolated yield 75.4%. As a reaction SMILES: [Br:1][C:2]1[CH:9]=[CH:8][C:5]([CH2:6][OH:7])=[C:4]([F:10])[CH:3]=1.[O:11]1[CH:16]=[CH:15][CH2:14][CH2:13][CH2:12]1>C(Cl)Cl.O.C1(C)C=CC(S(O)(=O)=O)=CC=1>[Br:1][C:2]1[CH:9]=[CH:8][C:5]([CH2:6][O:7][CH:12]2[CH2:13][CH2:14][CH2:15][CH2:16][O:11]2)=[C:4]([F:10])[CH:3]=1 |f:3.4|. Reported procedure: Mix under nitrogen atmosphere 4-bromo-2-fluorobenzyl alcohol, (4.1 g, 20 mmol), dihydropyran (2 g, 24 mmol), p-toluenesulfonic acid monohydrate (100 mg, 0.52 mmol), and anhydrous DCM (70 mL). Stir for 16 h at ambient temperature. Dilute with DCM, wash sequentially with saturated aqueous NaHCO3 then brine. Separate the organic layer, dry over Na2SO4 and concentrate in vacuo. Purify by chromatography on silica gel eluting with hexane/EtOAc (1:0 and 9:1) to obtain the desired intermediate as a clea... The reactants are CCCCCCN=C=O, Cn1cnc(-c2ccc(Cl)cc2)c1-c1ccc(Cl)cc1Cl. Yields the product CCCCCCNC(=O)c1nc(-c2ccc(Cl)cc2)c(-c2ccc(Cl)cc2Cl)n1C. RXN SMILES: [CH2:1]([CH2:2][CH2:3][CH2:4][CH2:5][CH3:6])[N:7]=[C:8]=[O:9].[Cl:10][c:11]1[cH:12][cH:13][c:14](-[c:17]2[n:18][cH:19][n:20]([CH3:30])[c:21]2-[c:22]2[c:23]([Cl:29])[cH:24][c:25]([Cl:28])[cH:26][cH:27]2)[cH:15][cH:16]1>>[CH2:1]([CH2:2][CH2:3][CH2:4][CH2:5][CH3:6])[NH:7][C:8](=[O:9])[c:19]1[n:18][c:17](-[c:14]2[cH:13][cH:12][c:11]([Cl:10])[cH:16][cH:15]2)[c:21](-[c:22]2[c:23]([Cl:29])[cH:24][c:25]([Cl:28])[cH:26][cH:27]2)[n:20]1[CH3:30]. Reaction SMILES: [CH3:1][O:2][C:3]([CH2:4][CH:5]1[O:6][C:7]([CH3:19])([CH3:20])[O:8][CH:9]([CH:11]=[CH:12][c:13]2[cH:14][cH:15][cH:16][cH:17][cH:18]2)[CH2:10]1)=[O:21].[CH3:24][OH:25].[Na+:23].[OH-:22]>>[O:2]=[C:3]([CH2:4][CH:5]1[O:6][C:7]([CH3:19])([CH3:20])[O:8][CH:9]([CH:11]=[CH:12][c:13]2[cH:14][cH:15][cH:16][cH:17][cH:18]2)[CH2:10]1)[OH:21]. Reactants: COC(=O)CC1CC(C=Cc2ccccc2)OC(C)(C)O1, CO, [Na+], [OH-]. The product is CC1(C)OC(C=Cc2ccccc2)CC(CC(=O)O)O1. The reactants are CCOCC, CC(=O)O, [I-], Nc1ccc(I)cc1[N+](=O)[O-], O=N[O-], [Na+], [Na+], O, O=S(=O)(O)O. Yields the product O=[N+]([O-])c1cc(I)ccc1I. As a reaction SMILES: [CH3:24][CH2:25][O:26][CH2:27][CH3:28].[CH3:29][C:30](=[O:31])[OH:32].[I-:22].[I:1][c:2]1[cH:3][c:4]([N+:9](=[O:10])[O-:11])[c:5]([NH2:6])[cH:7][cH:8]1.[N:17]([O-:18])=[O:19].[Na+:20].[Na+:21].[OH2:23].[S:12](=[O:13])(=[O:14])([OH:15])[OH:16]>>[I:1][c:2]1[cH:3][c:4]([N+:9](=[O:10])[O-:11])[c:5]([I:22])[cH:7][cH:8]1.